This data is from the Open Reaction Database (ORD), a public repository of structured organic reaction records. The task is: describe an organic reaction: reactants, conditions, products, and yield Reactants: BrCC(=O)[C@]1(CCC=2C(=C3C(C=4C=CC=CC4C(C3=C(C2C1)O)=O)=O)O)O (9(R)-bromoacetyl-6,9,11-trihydroxy-5,7,8,9,10,12-hexahydronaphthacene-5,12-dione), [Na] (sodium). The solvent is CC(=O)C (acetone). The product is C(CCCCCCC)OCC(=O)[C@]1(CCC=2C(=C3C(C=4C=CC=CC4C(C3=C(C2C1)O)=O)=O)O)O (9(R)-octyloxyacetyl-6,9,11-trihydroxy-5,7,8,9,10,12-hexahydronaphthacene-5,12-dione). Reaction SMILES: Br[CH2:2][C:3]([C@:5]1([OH:27])[CH2:22][C:21]2[C:20]([OH:23])=[C:19]3[C:10]([C:11](=[O:25])[C:12]4[CH:13]=[CH:14][CH:15]=[CH:16][C:17]=4[C:18]3=[O:24])=[C:9]([OH:26])[C:8]=2[CH2:7][CH2:6]1)=[O:4].[Na]>CC(C)=O>[CH2:3]([O:4][CH2:2][C:3]([C@:5]1([OH:27])[CH2:22][C:21]2[C:20]([OH:23])=[C:19]3[C:10]([C:11](=[O:25])[C:12]4[CH:13]=[CH:14][CH:15]=[CH:16][C:17]=4[C:18]3=[O:24])=[C:9]([OH:26])[C:8]=2[CH2:7][CH2:6]1)=[O:4])[CH2:5][CH2:6][CH2:7][CH2:8][CH2:21][CH2:20][CH3:19] |^1:27|. Procedure: A mixture of 9(R)-bromoacetyl-6,9,11-trihydroxy-5,7,8,9,10,12-hexahydronaphthacene-5,12-dione (1.00 g) obtained in Reference Example 4-(1), sodium octate (4.8 g) and acetone (50 ml) was stirred under reflux for 3 hours, cooled to room temperature and concentrated under reduced pressure. The residue was triturated with addition of ether (15 ml). Solid substances were filtered to give orange crystals of 9(R)-octyloxyacetyl-6,9,11-trihydroxy-5,7,8,9,10,12-hexahydronaphthacene-5,12-dione. M.P., 144°...